From a dataset of the Open Reaction Database (ORD), a public repository of structured organic reaction records. describe an organic reaction: reactants, conditions, products, and yield The reactants are C(C)SCC(O)C=1N(C2=CC(=C(C=C2C1)[N+](=O)[O-])C(F)(F)F)S(=O)(=O)C (2-ethylsulfanyl-1-(1-methanesulfonyl-5-nitro-6-trifluoromethyl-1H-indol-2-yl)-ethanol), [OH-].[Na+] (sodium hydroxide). Reported procedure: This compound was prepared using the general de-protection procedure described in General Procedures Example B, starting from 2-ethylsulfanyl-1-(1-methanesulfonyl-5-nitro-6-trifluoromethyl-1H-indol-2-yl)-ethanol (1.52 g, 3.69 mmol) and 4M sodium hydroxide as base (1.8 mL, 7.38 mmol) to yield the title compound as a bright yellow solid. Yields the product C(C)SCC(O)C=1NC2=CC(=C(C=C2C1)[N+](=O)[O-])C(F)(F)F (2-Ethylsulfanyl-1-(5-nitro-6-trifluoromethyl-1H-indol-2-yl)-ethanol). As a reaction SMILES: [CH2:1]([S:3][CH2:4][CH:5]([C:7]1[N:8](S(C)(=O)=O)[C:9]2[C:14]([CH:15]=1)=[CH:13][C:12]([N+:16]([O-:18])=[O:17])=[C:11]([C:19]([F:22])([F:21])[F:20])[CH:10]=2)[OH:6])[CH3:2].[OH-].[Na+]>>[CH2:1]([S:3][CH2:4][CH:5]([C:7]1[NH:8][C:9]2[C:14]([CH:15]=1)=[CH:13][C:12]([N+:16]([O-:18])=[O:17])=[C:11]([C:19]([F:22])([F:20])[F:21])[CH:10]=2)[OH:6])[CH3:2] |f:1.2|. Reactants: C(C1=CC=CC=C1)[C@@H]1C[C@@H](C(N1)=O)CCC1(OCCO1)C (5(S)-benzyl-3(S)-[2-(2-methyl-[1,3]dioxolan-2-yl)-ethyl]-pyrrolidin-2-one), C1CCOC1 (THF), C[Si](C)(C)[N-][Si](C)(C)C.[Na+] (NaN(TMS)2), BrCC(=O)OCC (ethyl bromoacetate). Run in CCOC(=O)C (EtOAc). Run at temperature 0 celsius, time 30 minute. The product is C(C)OC(CN1C([C@H](C[C@H]1CC1=CC=CC=C1)CCC1(OCCO1)C)=O)=O ({5(S)-benzyl-3(S)-[2-(2-methyl-[1,3]dioxolan-2-yl)-ethyl]-2-oxo-pyrrolidin-1-yl}-acetic acid ethyl ester). RXN SMILES: [CH2:1]([C@H:8]1[NH:12][C:11](=[O:13])[C@@H:10]([CH2:14][CH2:15][C:16]2([CH3:21])[O:20][CH2:19][CH2:18][O:17]2)[CH2:9]1)[C:2]1[CH:7]=[CH:6][CH:5]=[CH:4][CH:3]=1.C1COCC1.C[Si]([N-][Si](C)(C)C)(C)C.[Na+].Br[CH2:38][C:39]([O:41][CH2:42][CH3:43])=[O:40]>CCOC(C)=O>[CH2:42]([O:41][C:39](=[O:40])[CH2:38][N:12]1[C@H:8]([CH2:1][C:2]2[CH:7]=[CH:6][CH:5]=[CH:4][CH:3]=2)[CH2:9][C@H:10]([CH2:14][CH2:15][C:16]2([CH3:21])[O:20][CH2:19][CH2:18][O:17]2)[C:11]1=[O:13])[CH3:43] |f:2.3|. Procedure details: To a stirred solution of 12-3 (210 mg, 0.7257 mmol) and THF (5 mL) at −78° C. was added NaN(TMS)2 (0.943 mL, 0.943 mmol, 1.0 M in THF). After 30 min, ethyl bromoacetate (0.104 mL, 0.9434 mmol) was added and the reaction was warmed to 0° C. After 1.0 hour, the reaction mixture was diluted with EtOAc and then washed with sat NaHCO3, brine, dried (MgSO4), and concentrated to give 12-4 as a yellow oil.